describe an organic reaction: reactants, conditions, products, and yield From a dataset of the Open Reaction Database (ORD), a public repository of structured organic reaction records. Procedure details: A solution of 2-bromo-5H-pyrrolo[2,3-b]pyrazine (531 mg, 2.68 mmol) and 4-benzyloxy-1-methyl-cyclohexanecarbonyl chloride (2.15 g, 8.05 mmol) in anhydrous Toluene (16 ml) was treated with Et2AlCl (1M in Hexanes, 5.36 ml, 5.36 mmol), dropwise. The reaction mixture was stirred at 90° C. for 16 hours. The reaction mixture was cooled to room temperature, quenched with sat. NaHCO3, and extracted with ethyl acetate (3×). The organic layers were collected, dried over MgSO4, filtered, and concentrated g... Reaction conditions: temperature 90 celsius, time 16 hour. Yield: 17.9%. Solvent: C1(=CC=CC=C1)C (Toluene), C(Cl)Cl (DCM). Yields the product C(C1=CC=CC=C1)OC1CCC(CC1)(C)C(=O)C1=CNC2=NC=C(N=C21)Br ((4-benzyloxy-1-methyl-cyclohexyl)-(2-bromo-5H-pyrrolo[2,3-b]pyrazin-7-yl)-methanone). Reactants: CCOCC (Et2O), BrC=1N=C2C(=NC1)NC=C2 (2-bromo-5H-pyrrolo[2,3-b]pyrazine), C(C1=CC=CC=C1)OC1CCC(CC1)(C(=O)Cl)C (4-benzyloxy-1-methyl-cyclohexanecarbonyl chloride), [Al](CC)(CC)Cl (Et2AlCl). As a reaction SMILES: [Br:1][C:2]1[N:3]=[C:4]2[CH:10]=[CH:9][NH:8][C:5]2=[N:6][CH:7]=1.[CH2:11]([O:18][CH:19]1[CH2:24][CH2:23][C:22]([CH3:28])([C:25](Cl)=[O:26])[CH2:21][CH2:20]1)[C:12]1[CH:17]=[CH:16][CH:15]=[CH:14][CH:13]=1.[Al](Cl)(CC)CC.CCOCC>C1(C)C=CC=CC=1.C(Cl)Cl>[CH2:11]([O:18][CH:19]1[CH2:24][CH2:23][C:22]([C:25]([C:10]2[C:4]3[C:5](=[N:6][CH:7]=[C:2]([Br:1])[N:3]=3)[NH:8][CH:9]=2)=[O:26])([CH3:28])[CH2:21][CH2:20]1)[C:12]1[CH:17]=[CH:16][CH:15]=[CH:14][CH:13]=1. Starting materials: CCN=C=NCCCN(C)C, Cc1ncccc1C(=O)O, COc1c(Cl)cc2c([nH]c3cnccc32)c1N, c1ccncc1. The product is COc1c(Cl)cc2c([nH]c3cnccc32)c1NC(=O)c1cccnc1C. Reaction SMILES: [CH3:18][CH2:19][N:20]=[C:21]=[N:22][CH2:23][CH2:24][CH2:25][N:26]([CH3:27])[CH3:28].[CH3:29][c:30]1[c:31]([C:32](=[O:33])[OH:34])[cH:35][cH:36][cH:37][n:38]1.[Cl:1][c:2]1[cH:3][c:4]2[c:5]3[cH:6][cH:7][n:8][cH:9][c:10]3[nH:11][c:12]2[c:13]([NH2:17])[c:14]1[O:15][CH3:16].[cH:39]1[cH:40][cH:41][n:42][cH:43][cH:44]1>>[Cl:1][c:2]1[cH:3][c:4]2[c:5]3[cH:6][cH:7][n:8][cH:9][c:10]3[nH:11][c:12]2[c:13]([NH:17][C:32]([c:31]2[c:30]([CH3:29])[n:38][cH:37][cH:36][cH:35]2)=[O:33])[c:14]1[O:15][CH3:16].